From a dataset of the Open Reaction Database (ORD), a public repository of structured organic reaction records. describe an organic reaction: reactants, conditions, products, and yield The reactants are CCOC(=O)N=NC(=O)OCC, C1CCOC1, O=C(NCc1ccc2c(c1)OCO2)c1cc([N+](=O)[O-])ccc1NC1CCC(O)CC1, O=C(O)c1ccccc1, c1ccc(P(c2ccccc2)c2ccccc2)cc1. Yields the product O=C(OC1CCC(Nc2ccc([N+](=O)[O-])cc2C(=O)NCc2ccc3c(c2)OCO3)CC1)c1ccccc1. Reaction SMILES: [O:40]=[C:41]([O:42][CH2:43][CH3:44])[N:45]=[N:46][C:47]([O:48][CH2:49][CH3:50])=[O:51].[O:71]1[CH2:72][CH2:73][CH2:74][CH2:75]1.[OH:1][CH:2]1[CH2:3][CH2:4][CH:5]([NH:8][c:9]2[c:10]([C:11](=[O:12])[NH:13][CH2:14][c:15]3[cH:16][c:17]4[c:18]([cH:22][cH:23]3)[O:19][CH2:20][O:21]4)[cH:24][c:25]([N+:28](=[O:29])[O-:30])[cH:26][cH:27]2)[CH2:6][CH2:7]1.[OH:31][C:32](=[O:33])[c:34]1[cH:35][cH:36][cH:37][cH:38][cH:39]1.[c:52]1([P:53]([c:54]2[cH:55][cH:56][cH:57][cH:58][cH:59]2)[c:60]2[cH:61][cH:62][cH:63][cH:64][cH:65]2)[cH:66][cH:67][cH:68][cH:69][cH:70]1>>[O:1]([CH:2]1[CH2:3][CH2:4][CH:5]([NH:8][c:9]2[c:10]([C:11](=[O:12])[NH:13][CH2:14][c:15]3[cH:16][c:17]4[c:18]([cH:22][cH:23]3)[O:19][CH2:20][O:21]4)[cH:24][c:25]([N+:28](=[O:29])[O-:30])[cH:26][cH:27]2)[CH2:6][CH2:7]1)[C:32](=[O:31])[c:34]1[cH:35][cH:36][cH:37][cH:38][cH:39]1. Isolated yield 28.0%. Procedure: To a solution of 3-bromo-N,2-dimethyl-N-(methyloxy)benzamide (2.55 g, 9.88 mmol) in anhydrous THF (28 mL) under nitrogen at −78° C. was added a butylmagnesium chloride (20% wt in THF/toluene, 6.94 mL, 11.90 mmol) drop-wise over 15 min. The resulting solution was stirred at −78° C. for 1 h, was allowed to warm to 0° C. and then stirred with slow warming to ambient temperature over 20 h. The reaction was then quenched with water (50 mL) and extracted with EtOAc (2×60 mL). Some saturated aqueous NH... Starting materials: BrC=1C(=C(C(=O)N(OC)C)C=CC1)C (3-bromo-N,2-dimethyl-N-(methyloxy)benzamide), C(CCC)[Mg]Cl (butylmagnesium chloride). Product: BrC=1C(=C(C=CC1)C(CCCC)=O)C (1-(3-Bromo-2-methylphenyl)-1-pentanone). Reaction conditions: temperature -78 celsius, time 1 hour. As a reaction SMILES: [Br:1][C:2]1[C:3]([CH3:14])=[C:4]([CH:11]=[CH:12][CH:13]=1)[C:5](N(C)OC)=[O:6].[CH2:15]([Mg]Cl)[CH2:16][CH2:17][CH3:18]>C1COCC1>[Br:1][C:2]1[C:3]([CH3:14])=[C:4]([C:5](=[O:6])[CH2:15][CH2:16][CH2:17][CH3:18])[CH:11]=[CH:12][CH:13]=1. Run in C1CCOC1 (THF). Reactants: S(O)(O)(=O)=O (sulfuric acid), C(C)(=O)C=1C=C(C(NC1C)=O)C#N (5-acetyl-1,2-dihydro-6-methyl-2-oxo-3-pyridinecarbonitrile), ice. Reaction conditions: temperature 60 celsius, time 5 hour. The product is C(C)(=O)C=1C=C(C(NC1C)=O)C(=O)N (5-Acetyl-1,2-Dihydro-6-Methyl-2-Oxo-3-Pyridinecarboxamide). RXN SMILES: S(=O)(=O)(O)[OH:2].[C:6]([C:9]1[CH:10]=[C:11]([C:17]#[N:18])[C:12](=[O:16])[NH:13][C:14]=1[CH3:15])(=[O:8])[CH3:7]>>[C:6]([C:9]1[CH:10]=[C:11]([C:17]([NH2:18])=[O:2])[C:12](=[O:16])[NH:13][C:14]=1[CH3:15])(=[O:8])[CH3:7]. Procedure: To 100 grams of concentrated sulfuric acid is added 10 g (0.056 mole) of 5-acetyl-1,2-dihydro-6-methyl-2-oxo-3-pyridinecarbonitrile. The mixture is stirred at 60° C. for 5 hours, cooled and then poured on 1 kg ice. The resulting solid is collected, washed with water and recrystallized from ethanol to give the title compound. The reactants are ClC=1C=C(C=CC1)[C@H](OCCNC(OC)=O)[C@H]1CN(CCC1)C(N[C@H](CN(C(=O)OCC[Si](C)(C)C)C)CC1CCOCC1)=O (methyl 2-((R)-(3-chlorophenyl)((R)-1-((S)-1-(N-methyl-N-(2-(trimethylsilyl)ethoxycarbonyl)amino)-3-(tetrahydro-2H-pyran-4-yl)propan-2-ylcarbamoyl)piperidin-3-yl)methoxy)ethylcarbamate). Reagents/catalysts: [OH-].[OH-].[Pd+2] (Pd(OH)2). Run in CO (MeOH). Conditions: time 0.5 hour. Product: CN(C(=O)OCC[Si](C)(C)C)C[C@H](CC1CCOCC1)NC(=O)N1C[C@@H](CCC1)[C@@H](OCCNC(OC)=O)C1=CC=CC=C1 (methyl 2-((R)—((R)-1-((S)-1-(N-methyl-N-(2-(trimethylsilyl)ethoxycarbonyl)amino)-3-(tetrahydro-2H-pyran-4-yl)propan-2-ylcarbamoyl)piperidin-3-yl)(phenyl)methoxy)ethylcarbamate). Isolated yield 21.0%. As a reaction SMILES: Cl[C:2]1[CH:3]=[C:4]([C@@H:8]([C@@H:17]2[CH2:22][CH2:21][CH2:20][N:19]([C:23](=[O:45])[NH:24][C@@H:25]([CH2:38][CH:39]3[CH2:44][CH2:43][O:42][CH2:41][CH2:40]3)[CH2:26][N:27]([CH3:37])[C:28]([O:30][CH2:31][CH2:32][Si:33]([CH3:36])([CH3:35])[CH3:34])=[O:29])[CH2:18]2)[O:9][CH2:10][CH2:11][NH:12][C:13](=[O:16])[O:14][CH3:15])[CH:5]=[CH:6][CH:7]=1>CO.[OH-].[OH-].[Pd+2]>[CH3:37][N:27]([CH2:26][C@@H:25]([NH:24][C:23]([N:19]1[CH2:20][CH2:21][CH2:22][C@@H:17]([C@H:8]([C:4]2[CH:3]=[CH:2][CH:7]=[CH:6][CH:5]=2)[O:9][CH2:10][CH2:11][NH:12][C:13](=[O:16])[O:14][CH3:15])[CH2:18]1)=[O:45])[CH2:38][CH:39]1[CH2:44][CH2:43][O:42][CH2:41][CH2:40]1)[C:28]([O:30][CH2:31][CH2:32][Si:33]([CH3:36])([CH3:35])[CH3:34])=[O:29] |f:2.3.4|. Procedure details: A 50 mL flask was charged with methyl 2-((R)-(3-chlorophenyl)((R)-1-((S)-1-(N-methyl-N-(2-(trimethylsilyl)ethoxycarbonyl)amino)-3-(tetrahydro-2H-pyran-4-yl)propan-2-ylcarbamoyl)piperidin-3-yl)methoxy)ethylcarbamate (100 mg, 0.15 mmol) and Pd(OH)2 (20 mg) dissolved in MeOH (5 mL) under H2. After stirring for 0.5 hr, the mixture was filtered, evaporated to give crude methyl 2-((R)—((R)-1-((S)-1-(N-methyl-N-(2-(trimethylsilyl)ethoxycarbonyl)amino)-3-(tetrahydro-2H-pyran-4-yl)propan-2-ylcarbamoyl)pi...